The task is: describe an organic reaction: reactants, conditions, products, and yield. This data is from the Open Reaction Database (ORD), a public repository of structured organic reaction records. The reactants are O=C([O-])O, CCCCCCOc1ccc(N2CCNCC2)cc1, CS(C)=O, CCOC(C)=O, Cl, Cl, CCOC(=O)c1ccc(F)cc1, [K+], O. Product: CCCCCCOc1ccc(N2CCN(c3ccc(C(=O)OCC)cc3)CC2)cc1. Reaction SMILES: [C:22](=[O:23])([OH:24])[O-:25].[CH2:3]([CH2:4][CH2:5][CH2:6][CH2:7][CH3:8])[O:9][c:10]1[cH:11][cH:12][c:13]([N:16]2[CH2:17][CH2:18][NH:19][CH2:20][CH2:21]2)[cH:14][cH:15]1.[CH3:40][S:41]([CH3:42])=[O:43].[CH3:44][CH2:45][O:46][C:47](=[O:48])[CH3:49].[ClH:1].[ClH:2].[F:27][c:28]1[cH:29][cH:30][c:31]([C:32](=[O:33])[O:34][CH2:35][CH3:36])[cH:37][cH:38]1.[K+:26].[OH2:39]>>[CH2:3]([CH2:4][CH2:5][CH2:6][CH2:7][CH3:8])[O:9][c:10]1[cH:11][cH:12][c:13]([N:16]2[CH2:17][CH2:18][N:19]([c:28]3[cH:29][cH:30][c:31]([C:32](=[O:33])[O:34][CH2:35][CH3:36])[cH:37][cH:38]3)[CH2:20][CH2:21]2)[cH:14][cH:15]1.